From a dataset of the Open Reaction Database (ORD), a public repository of structured organic reaction records. describe an organic reaction: reactants, conditions, products, and yield Run in C1CCOC1 (THF), [NH4+].[Cl-] (NH4Cl). Reaction SMILES: Br[C:2]1[CH:7]=[CH:6][CH:5]=[C:4]([Br:8])[CH:3]=1.[OH:9][C:10]([CH3:15])([CH3:14])[C:11](=[O:13])[CH3:12].CC1(C)C2C(=C(P(C3C=CC=CC=3)C3C=CC=CC=3)C=CC=2)OC2C(P(C3C=CC=CC=3)C3C=CC=CC=3)=CC=CC1=2.C(O[Na])(C)(C)C>C1COCC1.[NH4+].[Cl-].C1C=CC(/C=C/C(/C=C/C2C=CC=CC=2)=O)=CC=1.C1C=CC(/C=C/C(/C=C/C2C=CC=CC=2)=O)=CC=1.C1C=CC(/C=C/C(/C=C/C2C=CC=CC=2)=O)=CC=1.[Pd].[Pd]>[Br:8][C:4]1[CH:3]=[C:2]([CH2:12][C:11](=[O:13])[C:10]([OH:9])([CH3:15])[CH3:14])[CH:7]=[CH:6][CH:5]=1 |f:5.6,7.8.9.10.11|. Product: BrC=1C=C(C=CC1)CC(C(C)(C)O)=O (1-(3-Bromo-phenyl)-3-hydroxy-3-methyl-butan-2-one). Procedure: A mixture of 1,3-dibromobenzene (1.0 eq.), 3-hydroxy-3-methyl-butan-2-one (1.0 eq.), Pd2(dba)3 (0.02 eq.), xantphos (0.04 eq.) and t-BuONa (1.1 eq.) in THF (0.15M) was stirred at 60° C. for 2 h, poured in saturated aqueous NH4Cl and extracted with EtOAc (2×). The combined organic extracts were washed with brine, dried over Na2SO4, filtered and concentrated. Flash chromatography (Hex:EtOAc; 7:3) afforded the title compound as an oil. Starting materials: BrC1=CC(=CC=C1)Br (1,3-dibromobenzene), OC(C(C)=O)(C)C (3-hydroxy-3-methyl-butan-2-one), CC1(C2=C(C(=CC=C2)P(C3=CC=CC=C3)C4=CC=CC=C4)OC5=C(C=CC=C51)P(C6=CC=CC=C6)C7=CC=CC=C7)C (xantphos), C(C)(C)(C)O[Na] (t-BuONa). Reagents/catalysts: C=1C=CC(=CC1)/C=C/C(=O)/C=C/C2=CC=CC=C2.C=1C=CC(=CC1)/C=C/C(=O)/C=C/C2=CC=CC=C2.C=1C=CC(=CC1)/C=C/C(=O)/C=C/C2=CC=CC=C2.[Pd].[Pd] (Pd2(dba)3). Reaction conditions: temperature 60 celsius, time 2 hour. The reactants are COCCS(=O)(=O)C1=C(CNC(OC(C)(C)C)=O)C=CC=C1 (tert-Butyl {2-[(2-methoxyethyl)sulfonyl]benzyl}carbamate), O1CCOCC1.Cl (hydrogen chloride-1,4-dioxane). Solvent: C(C)(=O)OCC (ethyl acetate). Conditions: time 12 hour. The product is Cl.COCCS(=O)(=O)C1=C(C=CC=C1)CN (1-{2-[(2-methoxyethyl) sulfonyl]phenyl}methanamine hydrochloride). RXN SMILES: [CH3:1][O:2][CH2:3][CH2:4][S:5]([C:8]1[CH:22]=[CH:21][CH:20]=[CH:19][C:9]=1[CH2:10][NH:11]C(=O)OC(C)(C)C)(=[O:7])=[O:6].O1CCOCC1.[ClH:29]>C(OCC)(=O)C>[ClH:29].[CH3:1][O:2][CH2:3][CH2:4][S:5]([C:8]1[CH:22]=[CH:21][CH:20]=[CH:19][C:9]=1[CH2:10][NH2:11])(=[O:6])=[O:7] |f:1.2,4.5|. Procedure details: (Step 4) tert-Butyl {2-[(2-methoxyethyl)sulfonyl]benzyl}carbamate obtained in Step 3% (15.0 g) was dissolved in ethyl acetate (91 ml), and 4N hydrogen chloride-1,4-dioxane solution (34.2 ml) was added at 0° C. The mixture was stirred at room temperature for 12 hr, and the precipitated crystals were collected by filtration, and washed with ethyl acetate to give 1-{2-[(2-methoxyethyl) sulfonyl]phenyl}methanamine hydrochloride (10.0 g).